This data is from the Open Reaction Database (ORD), a public repository of structured organic reaction records. The task is: describe an organic reaction: reactants, conditions, products, and yield The reactants are resultant solution, BrC=1C=CC(=C(CN(CC)C2=CC=C(N=N2)C(=O)OCCCC)C1)OCC(=C)Cl (n-Butyl 6-[N-(5-bromo-2-(2-chloroprop-2-en-1-yloxy)benzyl)-N-ethylamino]pyridazine-3-carboxylate), C1CCOC1 (THF), [OH-].[Na+] (sodium hydroxide), CCOCC (ether). Run in CO (methanol). The product is BrC=1C=CC(=C(CN(CC)C2=CC=C(N=N2)C(=O)O)C1)OCC(=C)Cl (6-[N-(5-Bromo-2-(2-chloroprop-2-en-1-yloxy)benzyl)-N-ethylamino]pyridazine-3-carboxylic acid). Yield: 75.0%. Reaction SMILES: [Br:1][C:2]1[CH:3]=[CH:4][C:5]([O:25][CH2:26][C:27]([Cl:29])=[CH2:28])=[C:6]([CH:24]=1)[CH2:7][N:8]([C:11]1[N:16]=[N:15][C:14]([C:17]([O:19]CCCC)=[O:18])=[CH:13][CH:12]=1)[CH2:9][CH3:10].C1COCC1.[OH-].[Na+].CCOCC>CO>[Br:1][C:2]1[CH:3]=[CH:4][C:5]([O:25][CH2:26][C:27]([Cl:29])=[CH2:28])=[C:6]([CH:24]=1)[CH2:7][N:8]([C:11]1[N:16]=[N:15][C:14]([C:17]([OH:19])=[O:18])=[CH:13][CH:12]=1)[CH2:9][CH3:10] |f:2.3|. Procedure details: n-Butyl 6-[N-(5-bromo-2-(2-chloroprop-2-en-1-yloxy)benzyl)-N-ethylamino]pyridazine-3-carboxylate (0.24 g, 0.5 mmol) was dissolved in methanol (2 ml), THF (2 ml) and treated with aqueous 1N sodium hydroxide solution (2 ml). The resultant solution was left at ambient temperature for 1.5 hours, evaporated to low bulk and the resultant precipitate dissolved in water and acidified with acetic acid to give a gummy precipitate. It was extracted with methylene chloride and the organic extracts dried and... Reactants: COCC#CC1=C(C=CC(=C1)C(=O)O)C1=C(C=CC=C1)C (2-(3-methoxyprop-1-yn-1-yl)-2′-methylbiphenyl-4-carboxylic acid). Reagents/catalysts: [Pd] (Pd/C). The solvent is CO (MeOH). The product is COCCCC1=C(C=CC(=C1)C(=O)O)C1=C(C=CC=C1)C (2-(3-methoxypropyl)-2′-methylbiphenyl-4-carboxylic acid). As a reaction SMILES: [CH3:1][O:2][CH2:3][C:4]#[C:5][C:6]1[CH:11]=[C:10]([C:12]([OH:14])=[O:13])[CH:9]=[CH:8][C:7]=1[C:15]1[CH:20]=[CH:19][CH:18]=[CH:17][C:16]=1[CH3:21]>CO.[Pd]>[CH3:1][O:2][CH2:3][CH2:4][CH2:5][C:6]1[CH:11]=[C:10]([C:12]([OH:14])=[O:13])[CH:9]=[CH:8][C:7]=1[C:15]1[CH:20]=[CH:19][CH:18]=[CH:17][C:16]=1[CH3:21]. Procedure: Intermediate 41 (625.12 mg; 2.23 mmol; 1 eq.) was dissolved in MeOH (50 mL). The solution was injected on a flow hydrogenation reactor (H-cube), adapted with 10% Pd/C cartridge, a flow of 0.5 mL/min, a temperature of 60° C. and the full H2 option enabled. Evaporation of the solvent afforded the title compound as a yellow oil. 1H NMR (DMSO-d6, 300 MHz) δ 7.99 (d, J=1.5 Hz, 1H), 7.92 (dd, J=7.9, 1.7 Hz, 1H), 7.23-7.14 (m, 4H), 7.02 (d, J=7.1 Hz, 1H), 3.25 (t, J=6.5 Hz, 2H), 3.20 (s, 3H), 2.56-2.47...